This data is from the Open Reaction Database (ORD), a public repository of structured organic reaction records. The task is: describe an organic reaction: reactants, conditions, products, and yield The reactants are C(C)OC(=O)[C@H]1N(CC=C(C1)C)C(=O)OC(C)(C)C (N-t-Butoxycarbonyl-4-methyl-1,2,3,6-tetrahydropyridine-2(S)-carboxylic acid ethyl ester), Cl (hydrogen chloride). The solvent is C(C)(=O)OCC (ethyl acetate). Run at time 2 hour. Yields the product Cl.C(C)OC(=O)[C@H]1NCC=C(C1)C (4-Methyl-1,2,3,6-tetrahydropyridine-2(S)-carboxylic acid ethyl ester hydrochloride). Reaction SMILES: [CH2:1]([O:3][C:4]([C@@H:6]1[CH2:11][C:10]([CH3:12])=[CH:9][CH2:8][N:7]1C(OC(C)(C)C)=O)=[O:5])[CH3:2].[ClH:20]>C(OCC)(=O)C>[ClH:20].[CH2:1]([O:3][C:4]([C@@H:6]1[CH2:11][C:10]([CH3:12])=[CH:9][CH2:8][NH:7]1)=[O:5])[CH3:2] |f:3.4|. Procedure details: A stirred, ice-cooled solution of the product from (g) above (3.13 g, 11.62 mmol) in ethyl acetate (30 ml) was saturated with hydrogen chloride over 0.5 hour and then stood at room temperature for a further 2 hours. The solvent was evaporated under reduced pressure and the residue crystallised from a mixture of ether and ethanol to afford the title compound (2.20 g) as white crystals, m.p. 108°-109° C. Rf 0.35 (SS 3), [α]D25 106.5° (c=1.0, CH3CH2OH). Found: C,52.49; H,7.90; N,6.70. C9H15NO2 ; HC...